Task: describe an organic reaction: reactants, conditions, products, and yield. Dataset: the Open Reaction Database (ORD), a public repository of structured organic reaction records Reactants: B, COC(=O)c1cc2[nH]cc(C3=CCCCC3)c2s1, C1CCOC1, CSC, [Na+], [OH-], OO. The product is COC(=O)c1cc2[nH]cc(C3CCCCC3O)c2s1. RXN SMILES: [BH3:4].[C:5]1([c:11]2[c:12]3[c:13]([nH:14][cH:15]2)[cH:16][c:17]([C:19](=[O:20])[O:21][CH3:22])[s:18]3)=[CH:6][CH2:7][CH2:8][CH2:9][CH2:10]1.[CH2:27]1[O:28][CH2:29][CH2:30][CH2:31]1.[CH3:1][S:2][CH3:3].[Na+:24].[OH-:23].[OH:25][OH:26]>>[CH:5]1([c:11]2[c:12]3[c:13]([nH:14][cH:15]2)[cH:16][c:17]([C:19](=[O:20])[O:21][CH3:22])[s:18]3)[CH:6]([OH:23])[CH2:7][CH2:8][CH2:9][CH2:10]1. The reactants are [H-].C(C(C)C)[Al+]CC(C)C (diisobutylaluminum hydride), solution, CC(=O)O[C@@H]1C[C@]2([C@@H](CCC2=O)C3=C1[C@@]4(C=5C(=COC5C3=O)C(=O)O[C@@H]4COC)C)C (wortmannin). Solvent: C1(=CC=CC=C1)C (toluene), C1CCOC1 (THF). Run at time 0.5 hour. Yields the product CC(=O)O[C@@H]1C[C@]2([C@@H](CC[C@@H]2O)C3=C1[C@]4([C@H](OC(=O)C5=COC(=C54)C3=O)COC)C)C (17β-hydroxywortmannin). The yield is 70.0%. As a reaction SMILES: [CH3:1][C:2]([O:4][C@H:5]1[C:14]2[C@@:15]3([CH3:30])[C@@H:26]([CH2:27][O:28][CH3:29])[O:25][C:23](=[O:24])[C:17]4=[CH:18][O:19][C:20]([C:21](=[O:22])[C:13]=2[C@@H:8]2[CH2:9][CH2:10][C:11](=[O:12])[C@@:7]2([CH3:31])[CH2:6]1)=[C:16]34)=[O:3].[H-].C([Al+]CC(C)C)C(C)C>C1COCC1.C1(C)C=CC=CC=1>[CH3:1][C:2]([O:4][C@H:5]1[C:14]2[C@:15]3([CH3:30])[C:16]4[C:17](=[CH:18][O:19][C:20]=4[C:21](=[O:22])[C:13]=2[C@@H:8]2[CH2:9][CH2:10][C@H:11]([OH:12])[C@@:7]2([CH3:31])[CH2:6]1)[C:23](=[O:24])[O:25][C@@H:26]3[CH2:27][O:28][CH3:29])=[O:3] |f:1.2|. Procedure details: To a solution of wortmannin (100 mg) stirring in THF at -78° C. was added diisobutylaluminum hydride (0.4 mL of a 1.0M solution in toluene, 0.4 mmol). After 0.5 hour, the reaction was quenched with saturated aqueous NaHCO3. The mixture was then warmed to room temperature and extracted with CH2Cl2. The combined organic extracts were washed with brine and dried (MgSO4). The crude material was purified by radial chromatography (SiO2, 4 mm, 9:1 EtOAc/Hexanes) to give a 70% yield of 17β-hydroxywortma... Starting materials: CC1(C)COC(c2ccc(COC=O)cc2)=N1, CO, [Na+], [OH-], O. Yields the product CC1(C)COC(c2ccc(CO)cc2)=N1. Reaction SMILES: [CH3:1][C:2]1([CH3:17])[N:3]=[C:4]([c:7]2[cH:8][cH:9][c:10]([CH2:13][O:14][CH:15]=[O:16])[cH:11][cH:12]2)[O:5][CH2:6]1.[CH3:21][OH:22].[Na+:19].[OH-:18].[OH2:20]>>[CH3:1][C:2]1([CH3:17])[N:3]=[C:4]([c:7]2[cH:8][cH:9][c:10]([CH2:13][OH:14])[cH:11][cH:12]2)[O:5][CH2:6]1. Reactants: C(C1=CC=CC=C1)NCCC1=NC(=C2N=CN(C2=N1)[C@@H]1O[C@@H]([C@H]([C@H]1O[Si](C)(C)C(C)(C)C)O[Si](C)(C)C(C)(C)C)COC)NCC(C1=CC=CC=C1)C1=CC=CC=C1 (N-benzyl-N-(2-{9-[(2R,3R,4R,5R)-3,4-bis{[tert-butyl(dimethyl)silyl]oxy}-5-(methoxymethyl)tetrahydro-2-furanyl]-6-[(2,2-diphenylethyl)amino]-9H-purin-2-yl}ethyl)amine), O1CCCC1 (tetrahydrofuran), solution, [F-].C(CCC)[N+](CCCC)(CCCC)CCCC (tetrabutylammonium fluoride). The product is C(C1=CC=CC=C1)NCCC1=NC(=C2N=CN(C2=N1)[C@@H]1O[C@@H]([C@H]([C@H]1O)O)COC)NCC(C1=CC=CC=C1)C1=CC=CC=C1 ((2R,3R,4S,5R)-2-{2-[2-(Benzylamino)ethyl]-6-[(2,2-diphenylethyl)amino]-9H-purin-9-yl}-5-(methoxymethyl)tetrahydro-3,4-furandiol). Yield: 61.9%. Reaction SMILES: [CH2:1]([NH:8][CH2:9][CH2:10][C:11]1[N:19]=[C:18]2[C:14]([N:15]=[CH:16][N:17]2[C@H:20]2[C@H:24]([O:25][Si](C(C)(C)C)(C)C)[C@H:23]([O:33][Si](C(C)(C)C)(C)C)[C@@H:22]([CH2:41][O:42][CH3:43])[O:21]2)=[C:13]([NH:44][CH2:45][CH:46]([C:53]2[CH:58]=[CH:57][CH:56]=[CH:55][CH:54]=2)[C:47]2[CH:52]=[CH:51][CH:50]=[CH:49][CH:48]=2)[N:12]=1)[C:2]1[CH:7]=[CH:6][CH:5]=[CH:4][CH:3]=1.[F-].C([N+](CCCC)(CCCC)CCCC)CCC.O1CCCC1>>[CH2:1]([NH:8][CH2:9][CH2:10][C:11]1[N:19]=[C:18]2[C:14]([N:15]=[CH:16][N:17]2[C@H:20]2[C@H:24]([OH:25])[C@H:23]([OH:33])[C@@H:22]([CH2:41][O:42][CH3:43])[O:21]2)=[C:13]([NH:44][CH2:45][CH:46]([C:47]2[CH:48]=[CH:49][CH:50]=[CH:51][CH:52]=2)[C:53]2[CH:58]=[CH:57][CH:56]=[CH:55][CH:54]=2)[N:12]=1)[C:2]1[CH:3]=[CH:4][CH:5]=[CH:6][CH:7]=1 |f:1.2|. Procedure: The title compound was prepared by a similar method to example 38 using N-benzyl-N-(2-{9-[(2R,3R,4R,5R)-3,4-bis{[tert-butyl(dimethyl)silyl]oxy}-5-(methoxymethyl)tetrahydro-2-furanyl]-6-[(2,2-diphenylethyl)amino]-9H-purin-2-yl}ethyl)amine (360 mg, 0.44 mmol) (preparation 39) and a 1 molar solution of tetrabutylammonium fluoride in tetrahydrofuran (0.92 ml, 0.92 mmol). The product was purified by column chromatography on silica gel eluting with a solvent gradient of dichloromethane:methanol (93:7)... Starting materials: COC(=O)CS(=O)(=O)NC1CCc2c(-c3cnc(-c4ccc(OC(C)C)c(C#N)c4)s3)cccc21, CO, [Na+], [OH-]. Product: CC(C)Oc1ccc(-c2ncc(-c3cccc4c3CCC4NS(=O)(=O)CC(=O)O)s2)cc1C#N. Reaction SMILES: [C:1](#[N:2])[c:3]1[cH:4][c:5](-[c:13]2[s:14][c:15](-[c:18]3[c:19]4[c:23]([cH:24][cH:25][cH:26]3)[CH:22]([NH:27][S:28](=[O:29])(=[O:30])[CH2:31][C:32](=[O:33])[O:34][CH3:35])[CH2:21][CH2:20]4)[cH:16][n:17]2)[cH:6][cH:7][c:8]1[O:9][CH:10]([CH3:11])[CH3:12].[CH3:38][OH:39].[Na+:37].[OH-:36]>>[C:1](#[N:2])[c:3]1[cH:4][c:5](-[c:13]2[s:14][c:15](-[c:18]3[c:19]4[c:23]([cH:24][cH:25][cH:26]3)[CH:22]([NH:27][S:28](=[O:29])(=[O:30])[CH2:31][C:32](=[O:33])[OH:34])[CH2:21][CH2:20]4)[cH:16][n:17]2)[cH:6][cH:7][c:8]1[O:9][CH:10]([CH3:11])[CH3:12].